From a dataset of the Open Reaction Database (ORD), a public repository of structured organic reaction records. describe an organic reaction: reactants, conditions, products, and yield Reactants: CC(=O)[O-], CC(=O)[O-], CSC, O=Cc1ccccc1, [N-]=[N+]=Cc1cccc(Cl)c1, ClCCl, [Rh+2]. Product: Clc1cccc(C2OC2c2ccccc2)c1. RXN SMILES: [C:22]([O-:23])(=[O:24])[CH3:25].[C:27]([O-:28])(=[O:29])[CH3:30].[CH3:9][S:10][CH3:11].[CH:1](=[O:2])[c:3]1[cH:4][cH:5][cH:6][cH:7][cH:8]1.[Cl:12][c:13]1[cH:14][c:15]([CH:19]=[N+:20]=[N-:21])[cH:16][cH:17][cH:18]1.[Cl:31][CH2:32][Cl:33].[Rh+2:26]>>[CH:1]1([c:3]2[cH:4][cH:5][cH:6][cH:7][cH:8]2)[O:2][CH:19]1[c:15]1[cH:14][c:13]([Cl:12])[cH:18][cH:17][cH:16]1. Starting materials: CCCCS, CC#N, O=S(=O)([O-])C(F)(F)F, O=S(=O)([O-])C(F)(F)F, O=S(=O)([O-])C(F)(F)F, [Sc+3], COC(=O)C1CC(O)(c2ccc(-c3ccccc3)cc2)CN1C(=O)OCc1ccccc1. Yields the product CCCCSC1(c2ccc(-c3ccccc3)cc2)CC(C(=O)OC)N(C(=O)OCc2ccccc2)C1. Reaction SMILES: [CH2:33]([CH2:34][CH2:35][CH3:36])[SH:37].[CH3:38][C:39]#[N:40].[F:41][C:42]([F:43])([F:44])[S:45]([O-:46])(=[O:47])=[O:48].[F:50][C:51]([F:52])([F:53])[S:54]([O-:55])(=[O:56])=[O:57].[F:58][C:59]([F:60])([F:61])[S:62]([O-:63])(=[O:64])=[O:65].[Sc+3:49].[c:1]1(-[c:27]2[cH:28][cH:29][cH:30][cH:31][cH:32]2)[cH:2][cH:3][c:4]([C:7]2([OH:26])[CH2:8][CH:9]([C:22](=[O:23])[O:24][CH3:25])[N:10]([C:12](=[O:13])[O:14][CH2:15][c:16]3[cH:17][cH:18][cH:19][cH:20][cH:21]3)[CH2:11]2)[cH:5][cH:6]1>>[c:1]1(-[c:27]2[cH:28][cH:29][cH:30][cH:31][cH:32]2)[cH:2][cH:3][c:4]([C:7]2([S:37][CH2:33][CH2:34][CH2:35][CH3:36])[CH2:8][CH:9]([C:22](=[O:23])[O:24][CH3:25])[N:10]([C:12](=[O:13])[O:14][CH2:15][c:16]3[cH:17][cH:18][cH:19][cH:20][cH:21]3)[CH2:11]2)[cH:5][cH:6]1. Reactants: C(C1=CC=CC=C1)OC(CC1(CCCC1)C(=O)NCC(C(=O)OC(C)(C)C)CC1=CC(=C(C=C1)Cl)Cl)=O (tert-butyl 3-(1-(2-(benzyloxy)-2-oxoethyl)cyclopentanecarboxamido)-2-(3,4-dichlorobenzyl)propanoate). Reagents/catalysts: [Pd] (Pd/C). Run in CCO (EtOH). Reaction conditions: time 6.5 hour. Product: C(C)(C)(C)OC(C(CNC(=O)C1(CCCC1)CC(=O)O)CC1=CC(=C(C=C1)Cl)Cl)=O (2-(1-(3-tert-butoxy-2-(3,4-dichlorobenzyl)-3-oxopropylcarbamoyl)cyclopentyl)acetic acid). Isolated yield 45.1%. As a reaction SMILES: C([O:8][C:9](=[O:37])[CH2:10][C:11]1([C:16]([NH:18][CH2:19][CH:20]([CH2:28][C:29]2[CH:34]=[CH:33][C:32]([Cl:35])=[C:31]([Cl:36])[CH:30]=2)[C:21]([O:23][C:24]([CH3:27])([CH3:26])[CH3:25])=[O:22])=[O:17])[CH2:15][CH2:14][CH2:13][CH2:12]1)C1C=CC=CC=1>CCO.[Pd]>[C:24]([O:23][C:21](=[O:22])[CH:20]([CH2:28][C:29]1[CH:34]=[CH:33][C:32]([Cl:35])=[C:31]([Cl:36])[CH:30]=1)[CH2:19][NH:18][C:16]([C:11]1([CH2:10][C:9]([OH:37])=[O:8])[CH2:12][CH2:13][CH2:14][CH2:15]1)=[O:17])([CH3:27])([CH3:25])[CH3:26]. Reported procedure: A suspension of tert-butyl 3-(1-(2-(benzyloxy)-2-oxoethyl)cyclopentanecarboxamido)-2-(3,4-dichlorobenzyl)propanoate (81.2 mg, 0.148 mmol) and Pd/C (31.5 mg, 0.015 mmol) in EtOH (1 ml) was allowed to stir under hydrogen atmosphere (1 atm) for 6.5 hr. The reaction mixture was filtered, and the filter cake was washed with MeOH. The combined filtrate was concentrated under reduced pressure. The obtained residue was purified by RP-HPLC (X-Bridge C18, H2O (0.1% NH4OH)/CH3CN) to give 2-(1-(3-tert-butox... The reactants are O1COC2=C1C=CC(=C2)C=2C=1CN(C(C1C=C1C2C=2OCOC2C=C1)=O)C(=O)CCC(=O)OCC1=CC=CC=C1 (Benzyl 3-[10-(1,3-benzodioxol-5-yl)-8,9-dihydro-7H-1,3-benzodioxolo[4,5-f]isoindol-7-one-8-yl]carbonyl-propionate). Reagents/catalysts: [C].[Pd] (palladium carbon). Solvent: C(C)(=O)OCC (ethyl acetate). Conditions: time 8 hour. The product is O1COC2=C1C=CC(=C2)C=2C=1CN(C(C1C=C1C2C=2OCOC2C=C1)=O)C(=O)CCC(=O)O (3-[10-(1,3-Benzodioxol-5-yl)-8,9-dihydro-7H-1,3-benzodioxolo[4,5-f]isoindol-7-one-8-yl]carbonylpropionic acid). The yield is 67.3%. Reaction SMILES: [O:1]1[C:5]2[CH:6]=[CH:7][C:8]([C:10]3[C:11]4[CH2:12][N:13]([C:27]([CH2:29][CH2:30][C:31]([O:33]CC5C=CC=CC=5)=[O:32])=[O:28])[C:14](=[O:26])[C:15]=4[CH:16]=[C:17]4[CH:25]=[CH:24][C:23]5[O:22][CH2:21][O:20][C:19]=5[C:18]=34)=[CH:9][C:4]=2[O:3][CH2:2]1>[C].[Pd].C(OCC)(=O)C>[O:1]1[C:5]2[CH:6]=[CH:7][C:8]([C:10]3[C:11]4[CH2:12][N:13]([C:27]([CH2:29][CH2:30][C:31]([OH:33])=[O:32])=[O:28])[C:14](=[O:26])[C:15]=4[CH:16]=[C:17]4[CH:25]=[CH:24][C:23]5[O:22][CH2:21][O:20][C:19]=5[C:18]=34)=[CH:9][C:4]=2[O:3][CH2:2]1 |f:1.2|. Procedure details: To an ethyl acetate (2 ml) solution of Benzyl 3-[10-(1,3-benzodioxol-5-yl)-8,9-dihydro-7H-1,3-benzodioxolo[4,5-f]isoindol-7-one-8-yl]carbonyl-propionate (50 mg) was added 10% palladium carbon (10 mg) and stirred overnight under hydrogen atmosphere. The catalysts were filtered off and the filtrate was concentrated under reduced pressure, then recrystallized from ethyl acetate-hexane to give the entitled compound (28 mg) as colorless crystals. Starting materials: ClC1=CC(=C(C=C1C=1C=NC(=CC1C#N)C(F)(F)F)S(=O)(=O)N(C1=NC=CC=C1)C)OCCCCO (4-chloro-5-(4-cyano-6-trifluoromethyl-pyridin-3-yl)-2-(4-hydroxy-butoxy)-N-methyl-N-pyridin-2-yl-benzenesulfonamide), C(C)#N (acetonitrile), O (water), RuCl3, CO (methanol). The solvent is C(Cl)Cl (DCM). Reaction conditions: time 20 minute. The product is ClC=1C(=CC(=C(OCCCC(=O)O)C1)S(N(C1=NC=CC=C1)C)(=O)=O)C=1C=NC(=CC1C#N)C(F)(F)F (4-[5-chloro-4-(4-cyano-6-trifluoromethyl-pyridin-3-yl)-2-(methyl-pyridin-2-yl-sulfamoyl)-phenoxy]-butyric acid). RXN SMILES: [Cl:1][C:2]1[C:7]([C:8]2[CH:9]=[N:10][C:11]([C:16]([F:19])([F:18])[F:17])=[CH:12][C:13]=2[C:14]#[N:15])=[CH:6][C:5]([S:20]([N:23]([CH3:30])[C:24]2[CH:29]=[CH:28][CH:27]=[CH:26][N:25]=2)(=[O:22])=[O:21])=[C:4]([O:31][CH2:32][CH2:33][CH2:34][CH2:35][OH:36])[CH:3]=1.C(#N)C.[OH2:40].CO>C(Cl)Cl>[Cl:1][C:2]1[C:7]([C:8]2[CH:9]=[N:10][C:11]([C:16]([F:17])([F:18])[F:19])=[CH:12][C:13]=2[C:14]#[N:15])=[CH:6][C:5]([S:20](=[O:22])(=[O:21])[N:23]([CH3:30])[C:24]2[CH:29]=[CH:28][CH:27]=[CH:26][N:25]=2)=[C:4]([CH:3]=1)[O:31][CH2:32][CH2:33][CH2:34][C:35]([OH:40])=[O:36]. Procedure: To 4-chloro-5-(4-cyano-6-trifluoromethyl-pyridin-3-yl)-2-(4-hydroxy-butoxy)-N-methyl-N-pyridin-2-yl-benzenesulfonamide (45 mg, 0.083 mmol) in a mixture of DCM (0.3 mL), acetonitrile (0.3 mL) and water (0.4 mL) was added NalO4 (54 mg, 0.25 mmol) and RuCl3 (2.7 mg, 0.013 mmol). After stirring at rt for 20 minutes, 0.5 mL of methanol was added. The mixture was stirred for 5 minutes, filtered, and purified by prep. LCMS to afford 4-[5-chloro-4-(4-cyano-6-trifluoromethyl-pyridin-3-yl)-2-(methyl-pyrid... Starting materials: NC1=NC(=NC(=N1)C)C (2-amino-4,6-dimethyl-1,3,5-triazine), ClC1=C(C=CC=C1)S(=O)(=O)N=C=O (2-chlorobenzenesulfonyl isocyanate). Run in C(C)#N (acetonitrile). Yields the product CC1=NC(=NC(=N1)C)NC(=O)NS(=O)(=O)C1=C(C=CC=C1)Cl (N-[(4,6-dimethyl-1,3,5-triazin-2-yl)aminocarbonyl]-2-chlorobenzenesulfonamide). Reaction SMILES: [NH2:1][C:2]1[N:7]=[C:6]([CH3:8])[N:5]=[C:4]([CH3:9])[N:3]=1.[Cl:10][C:11]1[CH:16]=[CH:15][CH:14]=[CH:13][C:12]=1[S:17]([N:20]=[C:21]=[O:22])(=[O:19])=[O:18]>C(#N)C>[CH3:9][C:4]1[N:5]=[C:6]([CH3:8])[N:7]=[C:2]([NH:1][C:21]([NH:20][S:17]([C:12]2[CH:13]=[CH:14][CH:15]=[CH:16][C:11]=2[Cl:10])(=[O:18])=[O:19])=[O:22])[N:3]=1. Procedure details: To 12.3 g of 2-amino-4,6-dimethyl-1,3,5-triazine in 200 ml of acetonitrile was added with stirring 21.7 g of 2-chlorobenzenesulfonyl isocyanate. All of the solid dissolved after the reagents were added and the mixture was then evaporated to dryness. The solid residue was triturated with ethyl ether and isolated by filtration to give impure N-[(4,6-dimethyl-1,3,5-triazin-2-yl)aminocarbonyl]-2-chlorobenzenesulfonamide melting at 115°-118° C. The nuclear magnetic resonance absorption spectrum of th... The reactants are IC1=C(C(=O)O)C=C(C=C1I)I (2,3,5-triiodobenzoic acid), C(C(=O)Cl)(=O)Cl (oxalyl chloride). Reagents/catalysts: CN(C)C=O (DMF). Run in ClCCl (dichloromethane), C1(=CC=CC=C1)C (toluene). Run at temperature 0 celsius, time 1.5 hour. Yields the product IC1=C(C(=O)Cl)C=C(C=C1I)I (2,3,5-triiodobenzoyl chloride). As a reaction SMILES: [I:1][C:2]1[C:10]([I:11])=[CH:9][C:8]([I:12])=[CH:7][C:3]=1[C:4](O)=[O:5].C(Cl)(=O)C([Cl:16])=O>ClCCl.CN(C=O)C.C1(C)C=CC=CC=1>[I:1][C:2]1[C:10]([I:11])=[CH:9][C:8]([I:12])=[CH:7][C:3]=1[C:4]([Cl:16])=[O:5]. Procedure: A mixture of 15.0 g (30.0 mmol) of 2,3,5-triiodobenzoic acid and 19.0 g (150 mmol) of oxalyl chloride in 60 ml of dry dichloromethane was placed under nitrogen and cooled to 0° C. Two drops of dry DMF were added, the ice bath was removed and the resulting suspension was stirred at room temperature for 1.5 hrs. The resulting brown solution was concentrated in vacuo to produce a tan solid. The solid was dissolved in 30 ml of dry toluene and was concentrated in vacuo. The toluene concentration was ... The reactants are COC(=O)C=1N=C(C2=CC=CC(=C2C1O)OC1=CC=C(C=C1)F)C#N (1-cyano-5-(4-fluoro-phenoxy)-4-hydroxy-isoquinoline-3-carboxylic acid methyl ester), NCC(=O)O (glycine). Product: C(#N)C1=NC(=C(C2=C(C=CC=C12)OC1=CC=C(C=C1)F)O)C(=O)NCC(=O)O ({[1-Cyano-5-(4-fluoro-phenoxy)-4-hydroxy-isoquinoline-3-carbonyl]-amino}-acetic acid). Reaction SMILES: CO[C:3]([C:5]1[N:6]=[C:7]([C:24]#[N:25])[C:8]2[C:13]([C:14]=1[OH:15])=[C:12]([O:16][C:17]1[CH:22]=[CH:21][C:20]([F:23])=[CH:19][CH:18]=1)[CH:11]=[CH:10][CH:9]=2)=[O:4].[NH2:26][CH2:27][C:28]([OH:30])=[O:29]>>[C:24]([C:7]1[C:8]2[C:13](=[C:12]([O:16][C:17]3[CH:22]=[CH:21][C:20]([F:23])=[CH:19][CH:18]=3)[CH:11]=[CH:10][CH:9]=2)[C:14]([OH:15])=[C:5]([C:3]([NH:26][CH2:27][C:28]([OH:30])=[O:29])=[O:4])[N:6]=1)#[N:25]. Procedure: The title compound was synthesized from 1-cyano-5-(4-fluoro-phenoxy)-4-hydroxy-isoquinoline-3-carboxylic acid methyl ester and glycine in analogy to example 1b; MS-(−)-ion: M−1=380.4. Reactants: CC(=O)O[BH-](OC(C)=O)OC(C)=O, Cc1ccc(C)n1-c1ccc(C2CO2)cn1, CC(=O)O, Cc1ccccc1, CCC=O, ClCCl, CC(N)CO, [Na+], O. The product is CCCN(CC(O)c1ccc(-n2c(C)ccc2C)nc1)C(C)CO. RXN SMILES: [C:22]([O:23][BH-:24]([O:25][C:26](=[O:27])[CH3:28])[O:29][C:30](=[O:31])[CH3:32])(=[O:33])[CH3:34].[CH3:1][c:2]1[n:3](-[c:8]2[n:9][cH:10][c:11]([CH:14]3[O:15][CH2:16]3)[cH:12][cH:13]2)[c:4]([CH3:7])[cH:5][cH:6]1.[CH3:40][C:41](=[O:42])[OH:43].[CH3:44][c:45]1[cH:46][cH:47][cH:48][cH:49][cH:50]1.[CH:36]([CH2:37][CH3:38])=[O:39].[Cl:52][CH2:53][Cl:54].[NH2:17][CH:18]([CH2:19][OH:20])[CH3:21].[Na+:35].[OH2:51]>>[CH3:1][c:2]1[n:3](-[c:8]2[n:9][cH:10][c:11]([CH:14]([OH:15])[CH2:16][N:17]([CH:18]([CH2:19][OH:20])[CH3:21])[CH2:36][CH2:37][CH3:38])[cH:12][cH:13]2)[c:4]([CH3:7])[cH:5][cH:6]1. Starting materials: C(CCl)Cl (EDC), NCCCOCCOCCOCCCNC(OC(C)(C)C)=O (tert-butyl 3-(2-(2-(3-aminopropoxy)ethoxy)ethoxy)propylcarbamate), N(=[N+]=[N-])CC(=O)O (2-azidoacetic acid), C(=O)(O)[O-].[Na+] (NaHCO3). Solvent: CN(C)C=O (DMF). Conditions: time 3 hour. The product is N(=[N+]=[N-])CC(NCCCOCCOCCOCCCNC(OC(C)(C)C)=O)=O (tert-Butyl 1-azido-2-oxo-7,10,13-trioxa-3-azahexadecan-16-ylcarbamate). Yield: 64.4%. As a reaction SMILES: [NH2:1][CH2:2][CH2:3][CH2:4][O:5][CH2:6][CH2:7][O:8][CH2:9][CH2:10][O:11][CH2:12][CH2:13][CH2:14][NH:15][C:16](=[O:22])[O:17][C:18]([CH3:21])([CH3:20])[CH3:19].[N:23]([CH2:26][C:27](O)=[O:28])=[N+:24]=[N-:25].C([O-])(O)=O.[Na+].C(Cl)CCl>CN(C=O)C>[N:23]([CH2:26][C:27](=[O:28])[NH:1][CH2:2][CH2:3][CH2:4][O:5][CH2:6][CH2:7][O:8][CH2:9][CH2:10][O:11][CH2:12][CH2:13][CH2:14][NH:15][C:16](=[O:22])[O:17][C:18]([CH3:19])([CH3:21])[CH3:20])=[N+:24]=[N-:25] |f:2.3|. Procedure details: To a 25 mL round bottomed flask equipped with a magnetic stir bar, rubber septum, and argon inlet containing tert-butyl 3-(2-(2-(3-aminopropoxy)ethoxy)ethoxy)propylcarbamate (amine, 160 mg, 0.5 mmol), 2-azidoacetic acid (56 mg, 0.55 mmol, in 50% DCM solution), NaHCO3 (168 mg, 2 mmol), and 1 mL DMF was added EDC (115 mg, 0.6 mmol). The mixture was stirred at rt for 3 h and concentrated in vacuo. The crude product was purified by silica chromatography (gradient 5% to 90% EtOAc in hexane) to afford...